Dataset: the Open Reaction Database (ORD), a public repository of structured organic reaction records. Task: describe an organic reaction: reactants, conditions, products, and yield Yields the product C(C)(C)(C)OC(=O)C1CN2C=CC3=C(C=CC(=C23)CN1)C=1C(NC(C1C1=CN2CCC(C3=CC(=CC1=C23)F)(C)C)=O)=O (7-[4-(8-Fluoro-6,6-dimethyl-5,6-dihydro-4H-pyrrolo[3,2,1-ij]quinolin-1-yl)-2,5-dioxo-2,5-dihydro-1H-pyrrol-3-yl]-3,4-dihydro-1H-[1,4]diazepino[6,7,1-hi]indole-2-carboxylic acid tert-butyl ester). Procedure details: Beginning with 7-Carbamoylmethyl-3,4-dihydro-1H-[1,4]diazepino[6,7,1-hi]indole-2-carboxylic acid tert-butyl ester and (8-Fluoro-6,6-dimethyl-5,6-dihydro-4H-pyrrolo[3,2,1-ij]quinolin-1-yl)-oxo-acetic acid methyl ester, the title compound was prepared essentially as Example 1. As a reaction SMILES: [C:1]([O:5][C:6]([CH:8]1[NH:20][CH2:19][C:17]2=[C:18]3[C:13](=[C:14]([CH2:21][C:22](=[O:24])[NH2:23])[CH:15]=[CH:16]2)[CH:12]=[CH:11][N:10]3[CH2:9]1)=[O:7])([CH3:4])([CH3:3])[CH3:2].C[O:26][C:27](=O)[C:28]([C:30]1[C:40]2=[C:41]3[C:36](=[CH:37][C:38]([F:42])=[CH:39]2)[C:35]([CH3:44])([CH3:43])[CH2:34][CH2:33][N:32]3[CH:31]=1)=O>>[C:1]([O:5][C:6]([CH:8]1[NH:20][CH2:19][C:17]2=[C:18]3[C:13](=[C:14]([C:21]4[C:22](=[O:24])[NH:23][C:27](=[O:26])[C:28]=4[C:30]4[C:40]5=[C:41]6[C:36](=[CH:37][C:38]([F:42])=[CH:39]5)[C:35]([CH3:43])([CH3:44])[CH2:34][CH2:33][N:32]6[CH:31]=4)[CH:15]=[CH:16]2)[CH:12]=[CH:11][N:10]3[CH2:9]1)=[O:7])([CH3:4])([CH3:2])[CH3:3]. Reactants: C(C)(C)(C)OC(=O)C1CN2C=CC3=C(C=CC(=C23)CN1)CC(N)=O (7-Carbamoylmethyl-3,4-dihydro-1H-[1,4]diazepino[6,7,1-hi]indole-2-carboxylic acid tert-butyl ester), COC(C(=O)C1=CN2CCC(C3=CC(=CC1=C23)F)(C)C)=O ((8-Fluoro-6,6-dimethyl-5,6-dihydro-4H-pyrrolo[3,2,1-ij]quinolin-1-yl)-oxo-acetic acid methyl ester). Reactants: CC(C)(C)OC(=O)CNC(=O)C1=C(O)C(C)(C)c2cc(Br)ccc2C1=O, CC(=O)[O-], CC(=O)[O-], CC(C)(C)[O-], Cc1ccccc1, CCOC(C)=O, [Na+], NCCN1CCOCC1, [Pd+2]. Product: CC(C)(C)OC(=O)CNC(=O)C1=C(O)C(C)(C)c2cc(NCCN3CCOCC3)ccc2C1=O. As a reaction SMILES: [Br:1][c:2]1[cH:3][cH:4][c:5]2[c:10]([cH:11]1)[C:9]([CH3:12])([CH3:13])[C:8]([OH:14])=[C:7]([C:15](=[O:16])[NH:17][CH2:18][C:19](=[O:20])[O:21][C:22]([CH3:23])([CH3:24])[CH3:25])[C:6]2=[O:26].[C:55]([O-:56])(=[O:57])[CH3:58].[C:60]([O-:61])(=[O:62])[CH3:63].[CH3:27][C:28]([CH3:29])([O-:30])[CH3:31].[CH3:33][c:34]1[cH:35][cH:36][cH:37][cH:38][cH:39]1.[CH3:49][CH2:50][O:51][C:52]([CH3:53])=[O:54].[Na+:32].[O:40]1[CH2:41][CH2:42][N:43]([CH2:46][CH2:47][NH2:48])[CH2:44][CH2:45]1.[Pd+2:59]>>[c:2]1([NH:48][CH2:47][CH2:46][N:43]2[CH2:42][CH2:41][O:40][CH2:45][CH2:44]2)[cH:3][cH:4][c:5]2[c:10]([cH:11]1)[C:9]([CH3:12])([CH3:13])[C:8]([OH:14])=[C:7]([C:15](=[O:16])[NH:17][CH2:18][C:19](=[O:20])[O:21][C:22]([CH3:23])([CH3:24])[CH3:25])[C:6]2=[O:26]. Reactants: N(N)C([C@H](CC1=CC=CC=C1)NC(OC(C)(C)C)=O)=O ((S)-tert-butyl (1-hydrazinyl-1-oxo-3-phenylpropan-2-yl)carbamate), C(C)(OCC)(OCC)OCC (triethyl orthoacetate), CC(=O)O (AcOH). Solvent: C1(=CC=CC=C1)C (PhMe). Reaction conditions: temperature 80 celsius, time 2 hour. The product is CC1=NN=C(O1)[C@H](CC1=CC=CC=C1)NC(OC(C)(C)C)=O ((S)-tert-Butyl (1-(5-methyl-1,3,4-oxadiazol-2-yl)-2-phenylethyl)carbamate). Reaction SMILES: [NH:1]([C:3](=[O:20])[C@@H:4]([NH:12][C:13](=[O:19])[O:14][C:15]([CH3:18])([CH3:17])[CH3:16])[CH2:5][C:6]1[CH:11]=[CH:10][CH:9]=[CH:8][CH:7]=1)[NH2:2].[C:21](OCC)(OCC)(OCC)[CH3:22].CC(O)=O>C1(C)C=CC=CC=1>[CH3:21][C:22]1[O:20][C:3]([C@@H:4]([NH:12][C:13](=[O:19])[O:14][C:15]([CH3:17])([CH3:16])[CH3:18])[CH2:5][C:6]2[CH:11]=[CH:10][CH:9]=[CH:8][CH:7]=2)=[N:1][N:2]=1. Reported procedure: To (S)-tert-butyl (1-hydrazinyl-1-oxo-3-phenylpropan-2-yl)carbamate (120 mg, 0.43 mmol) in PhMe (4.3 mL) was added triethyl orthoacetate (396 μL, 2.15 mmol) and AcOH (443 μL, 7.73 mmol). The resulting solution was stirred at 80° C. for 2 h, then concentrated in vacuo and used in the subsequent step without purification. MS (ESI+) m/z 304.3 (M+H)+. The reactants are CCOC(=O)c1c(O)c2c(-c3ccccc3)csc2[nH]c1=O, [Na+], [OH-]. Product: O=c1cc(O)c2c(-c3ccccc3)csc2[nH]1. As a reaction SMILES: [CH2:1]([O:2][C:3](=[O:4])[c:6]1[c:7]([OH:22])[c:8]2[c:9]([nH:10][c:11]1=[O:12])[s:13][cH:14][c:15]2-[c:16]1[cH:17][cH:18][cH:19][cH:20][cH:21]1)[CH3:5].[Na+:24].[OH-:23]>>[cH:6]1[c:7]([OH:22])[c:8]2[c:9]([nH:10][c:11]1=[O:12])[s:13][cH:14][c:15]2-[c:16]1[cH:17][cH:18][cH:19][cH:20][cH:21]1.